Dataset: the Open Reaction Database (ORD), a public repository of structured organic reaction records. Task: describe an organic reaction: reactants, conditions, products, and yield Conditions: time 3 hour. Product: NCCCCCC(=O)N(CC(NCC1=CC(=C(C(=C1)O)C(=O)OC)O)=O)CC(=O)NCC1=CC(=C(C(=O)OC)C(=C1)O)O (Methyl 4-[(2-{6-Amino-N-[(N-{[3,5-dihydroxy-4-(methoxycarbonyl)-phenyl]methyl}carbamoyl)methyl]hexanoylamino}acetylamino)methyl]-2,6-dihydroxybenzoate). Yield: 113.0%. RXN SMILES: [OH:1][C:2]1[CH:3]=[C:4]([CH2:13][NH:14][C:15]([CH2:17][N:18]([C:36](=[O:50])[CH2:37][CH2:38][CH2:39][CH2:40][CH2:41][NH:42]C(OC(C)(C)C)=O)[CH2:19][C:20]([NH:22][CH2:23][C:24]2[CH:33]=[C:32]([OH:34])[C:27]([C:28]([O:30][CH3:31])=[O:29])=[C:26]([OH:35])[CH:25]=2)=[O:21])=[O:16])[CH:5]=[C:6]([OH:12])[C:7]=1[C:8]([O:10][CH3:11])=[O:9].FC(F)(F)C(O)=O.FC(F)(F)C([O-])=O>ClC(Cl)C>[NH2:42][CH2:41][CH2:40][CH2:39][CH2:38][CH2:37][C:36]([N:18]([CH2:19][C:20]([NH:22][CH2:23][C:24]1[CH:33]=[C:32]([OH:34])[C:27]([C:28]([O:30][CH3:31])=[O:29])=[C:26]([OH:35])[CH:25]=1)=[O:21])[CH2:17][C:15](=[O:16])[NH:14][CH2:13][C:4]1[CH:5]=[C:6]([OH:12])[C:7]([C:8]([O:10][CH3:11])=[O:9])=[C:2]([OH:1])[CH:3]=1)=[O:50]. Reactants: OC=1C=C(C=C(C1C(=O)OC)O)CNC(=O)CN(CC(=O)NCC1=CC(=C(C(=O)OC)C(=C1)O)O)C(CCCCCNC(=O)OC(C)(C)C)=O (methyl 4-[(2-{N-[(N-{(3,5-dihydroxy-4-(methoxycarbonyl)phenyl]methyl}-carbamoyl)methyl]-6-[(tert-butoxy)carbonylamino]hexanoylamino}acetylamino)methyl]-2,6-dihydroxybenzoate), FC(C(=O)[O-])(F)F (trifluoroacetate), FC(C(=O)O)(F)F (trifluoroacetic acid). Procedure details: The methyl 4-[(2-{N-[(N-{(3,5-dihydroxy-4-(methoxycarbonyl)phenyl]methyl}-carbamoyl)methyl]-6-[(tert-butoxy)carbonylamino]hexanoylamino}acetylamino)methyl]-2,6-dihydroxybenzoate (2.31 g, 3.28 mmole) was suspended in 10 mL of dichloroethane and 2 mL of trifluoroacetic acid (26.0 mmole) was added. The deprotection reaction was stirred for 3 hours at room temperature. Dichloroethane and trifluoroacetic acid were removed in vacuo, and the resulting residue was dissolved in 20 mL of methanol, and the... Solvent: ClC(C)Cl (dichloroethane). Reactants: CN1CCCC1=O, CSc1nc(Cl)cc(NC(C)=O)n1, CC(C)(C)OC(=O)NC1CCNCC1. The product is CSc1nc(NC(C)=O)cc(N2CCC(NC(=O)OC(C)(C)C)CC2)n1. RXN SMILES: [CH3:28][N:29]1[CH2:30][CH2:31][CH2:32][C:33]1=[O:34].[Cl:1][c:2]1[cH:3][c:4]([NH:10][C:11]([CH3:12])=[O:13])[n:5][c:6]([S:8][CH3:9])[n:7]1.[NH:14]1[CH2:15][CH2:16][CH:17]([NH:20][C:21]([O:22][C:23]([CH3:24])([CH3:25])[CH3:26])=[O:27])[CH2:18][CH2:19]1>>[c:2]1([N:14]2[CH2:15][CH2:16][CH:17]([NH:20][C:21]([O:22][C:23]([CH3:24])([CH3:25])[CH3:26])=[O:27])[CH2:18][CH2:19]2)[cH:3][c:4]([NH:10][C:11]([CH3:12])=[O:13])[n:5][c:6]([S:8][CH3:9])[n:7]1. The reactants are CC(C)(C)OC(=O)N1CCC(C#CCCCCl)CC1, ClCCl, O=C(O)C(F)(F)F. Yields the product ClCCCC#CC1CCNCC1. RXN SMILES: [C:1]([O:2][C:3](=[O:4])[N:8]1[CH2:9][CH2:10][CH:11]([C:14]#[C:15][CH2:16][CH2:17][CH2:18][Cl:19])[CH2:12][CH2:13]1)([CH3:5])([CH3:6])[CH3:7].[Cl:27][CH2:28][Cl:29].[F:20][C:21]([F:22])([F:23])[C:24]([OH:25])=[O:26]>>[NH:8]1[CH2:9][CH2:10][CH:11]([C:14]#[C:15][CH2:16][CH2:17][CH2:18][Cl:19])[CH2:12][CH2:13]1. Product: CN(CCCCN)CCC1=CC(=C(C=C1)OC)Cl (N-Methyl-N-(2-(3-chloro-4-methoxyphenyl)ethyl)-1,4-diaminobutane). Reactants: ClC=1C=C(C=CC1OC)CCN (2-(3-chloro-4-methoxyphenyl)ethylamine), CN(C=O)C (N,N-dimethylformamide), BrCCCCN1C(C=2C(C1=O)=CC=CC2)=O (N-(4-bromobutyl)phthalimide), C([O-])([O-])=O.[K+].[K+] (potassium carbonate). Procedure: A mixture comprising 5.00 g of N-methyl-(2-(3-chloro-4-methoxyphenyl)ethylamine, 9.49 g of N-(4-bromobutyl)phthalimide, 4.16 g of anhydrous potassium carbonate and 50 ml of N,N-dimethylformamide was stirred at a room temperature for 14 hours, followed by the addition of water. The obtained mixture was extracted with ethyl acetate and the ethyl acetate phase was washed with water and a saturated aqueous solution of common salt, dried over anhydrous magnesium sulfate and concentrated, followed by ... Yield: 47.0%. Reaction SMILES: [Cl:1][C:2]1[CH:3]=[C:4]([CH2:10][CH2:11][NH2:12])[CH:5]=[CH:6][C:7]=1[O:8][CH3:9].Br[CH2:14][CH2:15][CH2:16][CH2:17][N:18]1C(=O)C2=CC=CC=C2C1=O.[C:29](=O)([O-])[O-].[K+].[K+].CN(C)C=O>O>[CH3:29][N:12]([CH2:11][CH2:10][C:4]1[CH:5]=[CH:6][C:7]([O:8][CH3:9])=[C:2]([Cl:1])[CH:3]=1)[CH2:14][CH2:15][CH2:16][CH2:17][NH2:18] |f:2.3.4|. Conditions: time 14 hour. The solvent is O (water). RXN SMILES: [C:1]([O:4][C:5]1[C:6]([CH3:29])=[C:7]2[C:12](=[C:13]([CH3:16])[C:14]=1[CH3:15])[O:11][C:10]([CH3:28])([CH2:17][O:18][C:19]1[CH:24]=[CH:23][C:22]([N+:25]([O-])=O)=[CH:21][CH:20]=1)[CH:9]=[CH:8]2)(=[O:3])[CH3:2].[H][H]>CO.[Pd]>[C:1]([O:4][C:5]1[C:6]([CH3:29])=[C:7]2[C:12](=[C:13]([CH3:16])[C:14]=1[CH3:15])[O:11][C:10]([CH2:17][O:18][C:19]1[CH:20]=[CH:21][C:22]([NH2:25])=[CH:23][CH:24]=1)([CH3:28])[CH2:9][CH2:8]2)(=[O:3])[CH3:2]. Procedure details: Following the procedure described in Preparation 58, 100 mg of 6-acetoxy-2,5,7,8-tetramethyl-2-(4-nitrophenoxymethyl)-2H-chromene (prepared as described in Preparation 49) were dissolved in 2 ml of methanol and, in the presence of 20 mg of 10% w/w palladium-on-carbon, the compound was reduced under 1 atmosphere (about 1 bar) pressure of hydrogen, to give the title compound melting at 138°-140° C. Product: C(C)(=O)OC=1C(=C2CCC(OC2=C(C1C)C)(C)COC1=CC=C(C=C1)N)C (6-Acetoxy-2-(4-aminophenoxymethyl)-2,5,7,8-tetramethylchroman). Run in CO (methanol), [Pd] (palladium-on-carbon). Reactants: C(C)(=O)OC=1C(=C2C=CC(OC2=C(C1C)C)(COC1=CC=C(C=C1)[N+](=O)[O-])C)C (6-acetoxy-2,5,7,8-tetramethyl-2-(4-nitrophenoxymethyl)-2H-chromene), [H][H] (hydrogen). Starting materials: ClC1=C(C=C(C=C1CCC=O)C#N)NC(OC(C)(C)C)=O (Tert-butyl (2-chloro-5-cyano-3-(3-oxopropyl)phenyl)carbamate), C(C)(=O)O[BH-](OC(C)=O)OC(C)=O.[Na+] (sodium triacetoxyborohydride), CN1CCNCC1 (1-methylpiperazine), C(C)(=O)O (acetic acid). The solvent is C1CCOC1 (THF). Conditions: time 10 minute. The product is ClC1=C(C=C(C=C1CCCN1CCN(CC1)C)C#N)NC(OC(C)(C)C)=O (Tert-butyl (2-chloro-5-cyano-3-(3-(4-methylpiperazin-1-yl)propyl)phenyl)carbamate). Yield: 83.4%. RXN SMILES: [Cl:1][C:2]1[C:7]([CH2:8][CH2:9][CH:10]=O)=[CH:6][C:5]([C:12]#[N:13])=[CH:4][C:3]=1[NH:14][C:15](=[O:21])[O:16][C:17]([CH3:20])([CH3:19])[CH3:18].[CH3:22][N:23]1[CH2:28][CH2:27][NH:26][CH2:25][CH2:24]1.C(O)(=O)C.C(O[BH-](OC(=O)C)OC(=O)C)(=O)C.[Na+]>C1COCC1>[Cl:1][C:2]1[C:7]([CH2:8][CH2:9][CH2:10][N:26]2[CH2:27][CH2:28][N:23]([CH3:22])[CH2:24][CH2:25]2)=[CH:6][C:5]([C:12]#[N:13])=[CH:4][C:3]=1[NH:14][C:15](=[O:21])[O:16][C:17]([CH3:20])([CH3:19])[CH3:18] |f:3.4|. Procedure details: Tert-butyl (2-chloro-5-cyano-3-(3-oxopropyl)phenyl)carbamate (113 mg, 0.366 mmol) was taken up in THF (2 mL) and 1-methylpiperazine (0.081 mL, 0.732 mmol) and acetic acid (0.042 mL, 0.732 mmol) were added. The reaction was stirred for 10 min, and then sodium triacetoxyborohydride (233 mg, 1.098 mmol) was added. The reaction was stirred at room temperature for 1 h. The reaction mixture was quenched with saturated NaHCO3 and extracted with EtOAc. The organic layer was dried over Na2SO4, filtered, ...